The task is: describe an organic reaction: reactants, conditions, products, and yield. This data is from the Open Reaction Database (ORD), a public repository of structured organic reaction records. Reactants: Example 1 ( 1b ), C(C)(C)(C)OC(CNC(C1=CC=C(C=C1)O)=O)=O (N-(4-Hydroxybenzoyl)glycine tert-butyl ester), OCCC1=CC=C(C#N)C=C1 (4-(2-hydroxyethyl)benzonitrile). Product: C(#N)C1=CC=C(C=C1)CCOC1=CC=C(C(=O)NCC(=O)O)C=C1 (N-{4-[2-(4-Cyanophenyl)ethoxy]benzoyl}glycine). Yield: 18.2%. RXN SMILES: C([O:5][C:6](=[O:18])[CH2:7][NH:8][C:9](=[O:17])[C:10]1[CH:15]=[CH:14][C:13]([OH:16])=[CH:12][CH:11]=1)(C)(C)C.O[CH2:20][CH2:21][C:22]1[CH:29]=[CH:28][C:25]([C:26]#[N:27])=[CH:24][CH:23]=1>>[C:26]([C:25]1[CH:28]=[CH:29][C:22]([CH2:21][CH2:20][O:16][C:13]2[CH:12]=[CH:11][C:10]([C:9]([NH:8][CH2:7][C:6]([OH:5])=[O:18])=[O:17])=[CH:15][CH:14]=2)=[CH:23][CH:24]=1)#[N:27]. Procedure: The same reaction as in Example 1 (1b) was conducted using N-(4-hydroxybenzoyl)glycine tert-butyl ester (582 mg, 3.83 mmol) prepared in Example 1 (1a) and 4-(2-hydroxyethyl)benzonitrile (592 mg, 4.02 mmol) to give 226 mg of the title compound (white powder, yield: 46%). Starting materials: C(C)(=O)N1C(C(C2=CC=C(C=C12)Cl)=C(C1=CC=C(C=C1)C#N)O)=O (1-acetyl-3-[1-hydroxy-1-(4-cyanophenyl)methylene]-6-chloro-2-indolinone), P(Cl)(Cl)(Cl)(Cl)Cl (phosphorus pentachloride), P(Cl)(Cl)(Cl)(Cl)Cl (phosphorus pentachloride). The solvent is O1CCOCC1 (dioxane). Reaction conditions: temperature 100 celsius, time 6 hour. Yields the product C(C)(=O)N1C(C(C2=CC=C(C=C12)Cl)=C(C1=CC=C(C=C1)C#N)Cl)=O (1-Acetyl-3-[1-chloro-1-(4-cyanophenyl)methylene]-6-chloro-2-indolinone). RXN SMILES: [C:1]([N:4]1[C:12]2[C:7](=[CH:8][CH:9]=[C:10]([Cl:13])[CH:11]=2)[C:6](=[C:14](O)[C:15]2[CH:20]=[CH:19][C:18]([C:21]#[N:22])=[CH:17][CH:16]=2)[C:5]1=[O:24])(=[O:3])[CH3:2].P(Cl)(Cl)(Cl)(Cl)[Cl:26]>O1CCOCC1>[C:1]([N:4]1[C:12]2[C:7](=[CH:8][CH:9]=[C:10]([Cl:13])[CH:11]=2)[C:6](=[C:14]([Cl:26])[C:15]2[CH:20]=[CH:19][C:18]([C:21]#[N:22])=[CH:17][CH:16]=2)[C:5]1=[O:24])(=[O:3])[CH3:2]. Procedure: A suspension of 7.0 g of 1-acetyl-3-[1-hydroxy-1-(4-cyanophenyl)methylene]-6-chloro-2-indolinone (starting material VI.18) and 6.39 g of phosphorus pentachloride in 150 ml of dioxane is stirred at 100° C. for 6 hours. After addition of a further 1.0 g of phosphorus pentachloride, the mixture is stirred at 110° C. for another 4 hours. The solvent is then distilled off and the residue is washed with ethyl acetate. The reactants are CI (methyl iodide), C([O-])([O-])=O.[K+].[K+] (potassium carbonate), CON=C1COC2=C1C=CC(=C2)OCC2=C(C=CC=C2)N(C(OC)=O)O (methyl N-[2-(3-methoxyimino-2,3-dihydro-benzofuran-6-yloxymethyl)phenyl]-N-hydroxycarbamate). Solvent: CN(C=O)C (N,N-dimethylformamide), C(C)OCC (diethyl ether). Reaction conditions: time 24 hour. Product: CON=C1COC2=C1C=CC(=C2)OCC2=C(C=CC=C2)N(C(OC)=O)OC (methyl N-[2-(3-methoxyimino-2,3-dihydro-benzofuran-6-yloxymethyl)-phenyl]-N-methoxycarbamate). The yield is 76.0%. Reaction SMILES: CI.[C:3](=O)([O-])[O-].[K+].[K+].[CH3:9][O:10][N:11]=[C:12]1[C:16]2[CH:17]=[CH:18][C:19]([O:21][CH2:22][C:23]3[CH:28]=[CH:27][CH:26]=[CH:25][C:24]=3[N:29]([OH:34])[C:30](=[O:33])[O:31][CH3:32])=[CH:20][C:15]=2[O:14][CH2:13]1>CN(C)C=O.C(OCC)C>[CH3:9][O:10][N:11]=[C:12]1[C:16]2[CH:17]=[CH:18][C:19]([O:21][CH2:22][C:23]3[CH:28]=[CH:27][CH:26]=[CH:25][C:24]=3[N:29]([O:34][CH3:3])[C:30](=[O:33])[O:31][CH3:32])=[CH:20][C:15]=2[O:14][CH2:13]1 |f:1.2.3|. Reported procedure: 1.1 g of methyl iodide and 0.88 g of anhydrous potassium carbonate were added to a solution of 1.9 g of methyl N-[2-(3-methoxyimino-2,3-dihydro-benzofuran-6-yloxymethyl)phenyl]-N-hydroxycarbamate in 20 ml of N,N-dimethylformamide, and they were stirred at room temperature for 24 hours. The reaction solution was diluted with 200 ml of diethyl ether, washed with water, dried over anhydrous magnesium sulfate and concentrated under reduced pressure. The residue was purified by the silica gel chromat... Reactants: NN1C(C(C2=CC=CC=C12)(C)C)=O (1-amino-1,3-dihydro-3,3-dimethyl-2H-indol-2-one), Cl.ClC1=CC=NC=C1 (4-chloropyridine hydrochloride), C(C)(C)O (isopropanol). Yields the product CC1(C(N(C2=CC=CC=C12)N(C1=CC=NC=C1)CCC)=O)C (1,3-Dihydro-3,3-dimethyl-1-(propyl-4-pyridinylamino)-2H-indol-2-one). Yield: 33.0%. RXN SMILES: [NH2:1][N:2]1[C:10]2[C:5](=[CH:6][CH:7]=[CH:8][CH:9]=2)[C:4]([CH3:12])([CH3:11])[C:3]1=[O:13].Cl.Cl[C:16]1[CH:21]=[CH:20][N:19]=[CH:18][CH:17]=1.[CH:22](O)([CH3:24])[CH3:23]>>[CH3:12][C:4]1([CH3:11])[C:5]2[C:10](=[CH:9][CH:8]=[CH:7][CH:6]=2)[N:2]([N:1]([CH2:23][CH2:22][CH3:24])[C:16]2[CH:21]=[CH:20][N:19]=[CH:18][CH:17]=2)[C:3]1=[O:13] |f:1.2|. Procedure details: To a stirred solution of 1-amino-1,3-dihydro-3,3-dimethyl-2H-indol-2-one (7.35 g) and isopropanol (167 ml) was added 4-chloropyridine hydrochloride (8.15 g). The flask was flushed with nitrogen and fitted with a condensor and nitrogen inlet. The reaction mixture was heated at reflux for 9 hours. Upon cooling to room temperature, the reaction mixture was poured into dilute aqueous sodium bicarbonate. The product was extracted thrice with ethyl acetate and once with dichloromethane. The combined o... Starting materials: ClCCl, Cl, [Na+], [OH-], CCOCn1c(CCCCCCl)nc2c(N(Cc3ccccc3)Cc3ccccc3)nc3ccccc3c21. Yields the product ClCCCCCc1nc2c(N(Cc3ccccc3)Cc3ccccc3)nc3ccccc3c2[nH]1. As a reaction SMILES: [CH2:42]([Cl:43])[Cl:44].[ClH:41].[Na+:40].[OH-:39].[c:1]1([CH2:7][N:8]([c:9]2[n:10][c:11]3[cH:12][cH:13][cH:14][cH:15][c:16]3[c:17]3[c:18]2[n:19][c:20]([CH2:26][CH2:27][CH2:28][CH2:29][CH2:30][Cl:31])[n:21]3[CH2:22][O:23][CH2:24][CH3:25])[CH2:32][c:33]2[cH:34][cH:35][cH:36][cH:37][cH:38]2)[cH:2][cH:3][cH:4][cH:5][cH:6]1>>[c:1]1([CH2:7][N:8]([c:9]2[n:10][c:11]3[cH:12][cH:13][cH:14][cH:15][c:16]3[c:17]3[c:18]2[n:19][c:20]([CH2:26][CH2:27][CH2:28][CH2:29][CH2:30][Cl:31])[nH:21]3)[CH2:32][c:33]2[cH:34][cH:35][cH:36][cH:37][cH:38]2)[cH:2][cH:3][cH:4][cH:5][cH:6]1. Procedure: To a solution of 23.3 g N-t-butyloxycarbonyl-L-aspartic acid in 150 mL of tetrahydrofuran was added portionwise 20.6 g of N,N-dicyclohexyl-carbodiimide at 0° C. and overnight at room temperature. The precipitated dicyclohexyl urea was filtered off and all solvent was evaporated under reduced pressure. The oily residue was crystallized from acetone/hexane to give 18.24 g of anydride as white needles. Yields the product C(C)(C)(C)OC(=O)N[C@H]1CC(=O)OC1=O (N-t-Butyloxycarbonyl-L-aspartic acid anhydride). RXN SMILES: [C:1]([O:5][C:6]([NH:8][C@H:9]([C:14]([OH:16])=[O:15])[CH2:10][C:11]([OH:13])=O)=[O:7])([CH3:4])([CH3:3])[CH3:2]>O1CCCC1>[C:1]([O:5][C:6]([NH:8][C@@H:9]1[C:14](=[O:15])[O:16][C:11](=[O:13])[CH2:10]1)=[O:7])([CH3:2])([CH3:3])[CH3:4]. The solvent is O1CCCC1 (tetrahydrofuran). Starting materials: C(C)(C)(C)OC(=O)N[C@@H](CC(=O)O)C(=O)O (N-t-butyloxycarbonyl-L-aspartic acid), N,N-dicyclohexyl-carbodiimide.